Task: describe an organic reaction: reactants, conditions, products, and yield. Dataset: the Open Reaction Database (ORD), a public repository of structured organic reaction records Starting materials: BrCCCCCCCCCCCCBr (1,12-dibromododecane), Grignard reagent, C(C)(C)(C)Br (t-butyl bromide), [Mg] (magnesium), Li2CuCl4. Run in O1CCCC1 (tetrahydrofuran), O1CCCC1 (tetrahydrofuran). Conditions: temperature -10 celsius. Yields the product C(C)(C)(C)[Mg]Br (t-butylmagnesium bromide), CC(CCCCCCCCCCCCBr)(C)C (13,13-dimethyltetradecyl bromide). As a reaction SMILES: [C:1](Br)([CH3:4])([CH3:3])[CH3:2].[Mg:6].[Br:7][CH2:8][CH2:9][CH2:10][CH2:11][CH2:12][CH2:13][CH2:14][CH2:15][CH2:16][CH2:17][CH2:18][CH2:19][Br:20]>O1CCCC1>[C:1]([Mg:6][Br:7])([CH3:4])([CH3:3])[CH3:2].[CH3:2][C:1]([CH3:4])([CH3:3])[CH2:8][CH2:9][CH2:10][CH2:11][CH2:12][CH2:13][CH2:14][CH2:15][CH2:16][CH2:17][CH2:18][CH2:19][Br:20]. Procedure details: A solution of t-butylmagnesium bromide is prepared by reacting 13.7 g. of t-butyl bromide with 2.67 g. of magnesium turnings in 50 ml. dry tetrahydrofuran. The solution of Grignard reagent is dropwise added to a stirred, cold (-10° C.) solution of 36.1 g. of 1,12-dibromododecane and 0.2 g. of Li2CuCl4 in 75 ml. dry tetrahydrofuran at a rate such that the reaction temperature does not exceed -5° C. After one additional hour of stirring at -10° C., the solvent is evaporated and the resultant liqui...